This data is from the Open Reaction Database (ORD), a public repository of structured organic reaction records. The task is: describe an organic reaction: reactants, conditions, products, and yield Reactants: CC(=O)[O-], CCO, Cl, NO, [Na+], O=C1Nc2ccccc2C1=O, O. Yields the product O=C1Nc2ccccc2C1=NO. As a reaction SMILES: [CH3:16][C:17](=[O:18])[O-:19].[CH3:20][CH2:21][OH:22].[ClH:12].[NH2:13][OH:14].[Na+:15].[O:1]=[C:2]1[NH:3][c:4]2[cH:5][cH:6][cH:7][cH:8][c:9]2[C:10]1=[O:11].[OH2:23]>>[O:1]=[C:2]1[NH:3][c:4]2[cH:5][cH:6][cH:7][cH:8][c:9]2[C:10]1=[N:13][OH:14]. Reactants: ClC=1C=CC(=C(C1)C#CC(=O)OCC)C(C(=O)OCC)(C)C#N (ethyl 3-(5-chloro-2-(2-cyano-1-ethoxy-1-oxopropan-2-yl)phenyl)propiolate), C(C1=CC=CC=C1)=NO (benzaldehyde oxime), [H-].[Na+] (NaH). Solvent: CN(C)C=O (DMF), CN(C)C=O (DMF), O1CCOCC1 (1,4-dioxane). Conditions: time 30 minute. The product is ClC=1C=C2C(=C(C(C(C2=CC1)(C)C#N)=O)C(=O)OCC)O (Ethyl 6-chloro-1-cyano-4-hydroxy-1-methyl-2-oxo-naphthalene-3-carboxylate). As a reaction SMILES: C(=N[OH:9])C1C=CC=CC=1.[H-].[Na+].[Cl:12][C:13]1[CH:14]=[CH:15][C:16]([C:26]([C:33]#[N:34])([CH3:32])[C:27]([O:29]CC)=O)=[C:17]([C:19]#[C:20][C:21]([O:23][CH2:24][CH3:25])=[O:22])[CH:18]=1>CN(C=O)C.O1CCOCC1>[Cl:12][C:13]1[CH:18]=[C:17]2[C:16](=[CH:15][CH:14]=1)[C:26]([C:33]#[N:34])([CH3:32])[C:27](=[O:29])[C:20]([C:21]([O:23][CH2:24][CH3:25])=[O:22])=[C:19]2[OH:9] |f:1.2|. Procedure details: A solution of benzaldehyde oxime (0.16 g, 1.3 mmol) in DMF (3 mL) was added dropwise to a stirred suspension of 60% NaH (0.033 mL, 1.3 mmol) in dry 1,4-dioxane (5 mL) under a nitrogen atmosphere at room temperature. After 30 minutes, a solution of ethyl 3-(5-chloro-2-(2-cyano-1-ethoxy-1-oxopropan-2-yl)phenyl)propiolate (0.445 g, 1.3 mmol) in DMF (3 mL) was added dropwise. The reaction was monitored by LC-MS and, when complete, the solvent was removed. The residual brown oil was dissolved in DCM ... Reactants: Cc1cccc(COC2CCCC(OCc3nc(-c4cccc(Br)c4)oc3C)C2)c1C(=O)O, [C-]#N, [C-]#N, CN(C)C=O, [Zn+2]. Yields the product Cc1cccc(COC2CCCC(OCc3nc(-c4cccc(C#N)c4)oc3C)C2)c1C(=O)O. RXN SMILES: [Br:1][c:2]1[cH:3][c:4](-[c:8]2[o:9][c:10]([CH3:33])[c:11]([CH2:13][O:14][CH:15]3[CH2:16][CH:17]([O:21][CH2:22][c:23]4[c:24]([C:25](=[O:26])[OH:27])[c:28]([CH3:32])[cH:29][cH:30][cH:31]4)[CH2:18][CH2:19][CH2:20]3)[n:12]2)[cH:5][cH:6][cH:7]1.[C-:39]#[N:40].[C-:42]#[N:43].[CH3:34][N:35]([CH3:36])[CH:37]=[O:38].[Zn+2:41]>>[c:2]1([C:34]#[N:35])[cH:3][c:4](-[c:8]2[o:9][c:10]([CH3:33])[c:11]([CH2:13][O:14][CH:15]3[CH2:16][CH:17]([O:21][CH2:22][c:23]4[c:24]([C:25](=[O:26])[OH:27])[c:28]([CH3:32])[cH:29][cH:30][cH:31]4)[CH2:18][CH2:19][CH2:20]3)[n:12]2)[cH:5][cH:6][cH:7]1. The reactants are O=C([O-])[O-], CC#N, C=CCOC1CC(C2OC(=O)NC2Cc2cc(F)cc(F)c2)N(C(c2ccccc2)c2ccccc2)C1, C=CCOC1CNC(C2OC(=O)NC2Cc2cc(F)cc(F)c2)C1, [K+], [K+]. The product is C=CCOC1CC(C(O)C(N)Cc2cc(F)cc(F)c2)N(C(c2ccccc2)c2ccccc2)C1. RXN SMILES: [C:62](=[O:63])([O-:64])[O-:65].[CH3:68][C:69]#[N:70].[F:1][c:2]1[cH:3][c:4]([CH2:5][CH:6]2[NH:7][C:8](=[O:33])[O:9][CH:10]2[CH:11]2[N:12]([CH:20]([c:21]3[cH:22][cH:23][cH:24][cH:25][cH:26]3)[c:27]3[cH:28][cH:29][cH:30][cH:31][cH:32]3)[CH2:13][CH:14]([O:16][CH2:17][CH:18]=[CH2:19])[CH2:15]2)[cH:34][c:35]([F:37])[cH:36]1.[F:38][c:39]1[cH:40][c:41]([CH2:46][CH:47]2[CH:48]([CH:49]3[CH2:50][CH:51]([O:52][CH2:53][CH:54]=[CH2:55])[CH2:56][NH:57]3)[O:58][C:59](=[O:60])[NH:61]2)[cH:42][c:43]([F:44])[cH:45]1.[K+:66].[K+:67]>>[F:1][c:2]1[cH:3][c:4]([CH2:5][CH:6]([NH2:7])[CH:10]([OH:9])[CH:11]2[N:12]([CH:20]([c:21]3[cH:22][cH:23][cH:24][cH:25][cH:26]3)[c:27]3[cH:28][cH:29][cH:30][cH:31][cH:32]3)[CH2:13][CH:14]([O:16][CH2:17][CH:18]=[CH2:19])[CH2:15]2)[cH:34][c:35]([F:37])[cH:36]1.